The task is: describe an organic reaction: reactants, conditions, products, and yield. This data is from the Open Reaction Database (ORD), a public repository of structured organic reaction records. Reactants: O=C1CCC(=O)N1Br, O=C([O-])O, NC1=NC2(c3ccc(F)cc3F)CCCCC2CS1, [Na+], O=S(=O)(O)O. Product: NC1=NC2(c3cc(Br)c(F)cc3F)CCCCC2CS1. Reaction SMILES: [Br:20][N:21]1[C:22](=[O:23])[CH2:24][CH2:25][C:26]1=[O:27].[C:28](=[O:29])([OH:30])[O-:31].[F:1][c:2]1[c:3]([C:9]23[N:10]=[C:11]([NH2:19])[S:12][CH2:13][CH:14]2[CH2:15][CH2:16][CH2:17][CH2:18]3)[cH:4][cH:5][c:6]([F:8])[cH:7]1.[Na+:32].[S:33](=[O:34])(=[O:35])([OH:36])[OH:37]>>[F:1][c:2]1[c:3]([C:9]23[N:10]=[C:11]([NH2:19])[S:12][CH2:13][CH:14]2[CH2:15][CH2:16][CH2:17][CH2:18]3)[cH:4][c:5]([Br:20])[c:6]([F:8])[cH:7]1. Reactants: Ice, FC=1C(=NC=CC1)[N+](=O)[O-] (3-fluoro-2-nitropyridine), CN(C)C=O (DMF), C1CCOC1 (THF). Run in O (Water). The product is C(C)NC=1C(=NC=CC1)[N+](=O)[O-] (3-ethylamino-2-nitro-pyridine). Reaction SMILES: F[C:2]1[C:3]([N+:8]([O-:10])=[O:9])=[N:4][CH:5]=[CH:6][CH:7]=1.C[N:12]([CH:14]=O)C.[CH2:16]1COCC1>O>[CH2:14]([NH:12][C:2]1[C:3]([N+:8]([O-:10])=[O:9])=[N:4][CH:5]=[CH:6][CH:7]=1)[CH3:16]. Procedure details: Ice cold ethylamine (0.55 mL) was added to a solution of 3-fluoro-2-nitropyridine (400 mg, 2.8 mmol; prepared according to N. Plé and G. Quéguiner, J. Heterocyclic Chem, 1989, 26, 475-476) in 2:1 DMF:THF (6 mL) at ambient temperature, and the mixture stirred for 0.75 h. Water was added, then extracted 2× with ethyl acetate. The combined organic layers were washed with water then with saturated aqueous sodium chloride, dried (MgSO4), and concentrated to give 3-ethylamino-2-nitro-pyridine as a gol... Yields the product CC(=O)c1cn(C2CC(O)C(CN)O2)c(=O)[nH]c1=O, Cl. Reaction SMILES: [C:1]([CH3:2])(=[O:3])[c:4]1[c:5](=[O:21])[nH:6][c:7](=[O:20])[n:8]([CH:9]2[CH2:10][CH:11]([OH:12])[CH:13]([CH2:14][N:15]=[N+:16]=[N-:17])[O:18]2)[cH:19]1.[CH3:23][OH:24].[CH3:25][CH2:26][OH:27].[ClH:22]>>[C:1]([CH3:2])(=[O:3])[c:4]1[c:5](=[O:21])[nH:6][c:7](=[O:20])[n:8]([CH:9]2[CH2:10][CH:11]([OH:12])[CH:13]([CH2:14][NH2:15])[O:18]2)[cH:19]1.[ClH:22]. Starting materials: CC(=O)c1cn(C2CC(O)C(CN=[N+]=[N-])O2)c(=O)[nH]c1=O, CO, CCO, Cl. Starting materials: C=Cc1ccc(OCP(=O)(OCC)OCC)c([N+](=O)[O-])c1, CO, Cl, Cl[Sn]Cl. Product: C=Cc1ccc(OCP(=O)(OCC)OCC)c(N)c1. RXN SMILES: [CH2:5]([CH3:6])[O:7][P:8](=[O:9])([O:10][CH2:11][CH3:12])[CH2:13][O:14][c:15]1[c:16]([N+:23]([O-:24])=[O:25])[cH:17][c:18]([CH:21]=[CH2:22])[cH:19][cH:20]1.[CH3:26][OH:27].[ClH:4].[Sn:1]([Cl:2])[Cl:3]>>[CH2:5]([CH3:6])[O:7][P:8](=[O:9])([O:10][CH2:11][CH3:12])[CH2:13][O:14][c:15]1[c:16]([NH2:23])[cH:17][c:18]([CH:21]=[CH2:22])[cH:19][cH:20]1. Starting materials: CC[O-], CCO, CC(=O)CC(C)=O, [Na+], [Na], O, C=CC(=O)C1CCC2C3CCC4CC(O)CCC4(C)C3C(=O)CC12C. Product: CC(=O)C(CCC(=O)C1CCC2C3CCC4CC(O)CCC4(C)C3C(=O)CC12C)C(C)=O. Reaction SMILES: [CH3:2][CH2:3][O-:4].[CH3:38][CH2:39][OH:40].[CH3:6][C:7](=[O:8])[CH2:9][C:10]([CH3:11])=[O:12].[Na+:1].[Na:5].[OH2:41].[OH:13][CH:14]1[CH2:15][CH:16]2[CH2:17][CH2:18][CH:19]3[CH:20]4[CH2:21][CH2:22][CH:23]([C:24]([CH:25]=[CH2:26])=[O:27])[C:28]4([CH3:37])[CH2:29][C:30](=[O:36])[CH:31]3[C:32]2([CH3:35])[CH2:33][CH2:34]1>>[CH3:6][C:7](=[O:8])[CH:9]([C:10]([CH3:11])=[O:12])[CH2:26][CH2:25][C:24]([CH:23]1[CH2:22][CH2:21][CH:20]2[CH:19]3[CH2:18][CH2:17][CH:16]4[CH2:15][CH:14]([OH:13])[CH2:34][CH2:33][C:32]4([CH3:35])[CH:31]3[C:30](=[O:36])[CH2:29][C:28]21[CH3:37])=[O:27]. Starting materials: O(C1=CC=CC=C1)C(C)O (Phenoxyethanol), S(=O)([O-])[O-].[Na+].[Na+] (sodium sulfite), C(C)(=O)[O-].[Na+] (Sodium acetate), BrBr (bromine). The solvent is mixed solution, C(C)(=O)O.O (acetic acid water), O (water), mixed solution, C(C)(=O)O.O (acetic acid water). Reaction conditions: temperature 15 celsius, time 30 minute. The product is BrC1=CC=C(OC(C)O)C=C1 (p-bromophenoxyethanol). Yield: 91.2%. RXN SMILES: [O:1]([CH:8]([OH:10])[CH3:9])[C:2]1[CH:7]=[CH:6][CH:5]=[CH:4][CH:3]=1.C([O-])(=O)C.[Na+].[Br:16]Br.S([O-])([O-])=O.[Na+].[Na+]>C(O)(=O)C.O.O>[Br:16][C:5]1[CH:6]=[CH:7][C:2]([O:1][CH:8]([OH:10])[CH3:9])=[CH:3][CH:4]=1 |f:1.2,4.5.6,7.8|. Procedure details: Phenoxyethanol (440 g, 3.1874 mol) was dissolved in 880 ml of a mixed solution of acetic acid/water =7/3. Sodium acetate (340 g, 4.1436 mol) was added and cooled to 15° C. A solution resulting from dissolving bromine (514.5 g, 3.22 mol) in 1760 ml of a mixed solution of acetic acid/water=7/3 was dropped while keeping at 15-20° C. and then was stirred at 10-20° C. for 30 minutes. Yellow color remained a little. Six milliliter of a 10 W/W% aqueous sodium sulfite solutions was dropped. The mixture ... Starting materials: CCOC(C)=O, Cl, CC(C)(C)OC(=O)N1CCN(S(=O)(=O)C2=Cc3ccccc3OC2)CC1. Yields the product Cl, O=S(=O)(C1=Cc2ccccc2OC1)N1CCNCC1. Reaction SMILES: [CH3:28][CH2:29][O:30][C:31](=[O:32])[CH3:33].[ClH:27].[O:1]1[CH2:2][C:3]([S:11](=[O:12])(=[O:13])[N:14]2[CH2:15][CH2:16][N:17]([C:20]([O:21][C:22]([CH3:23])([CH3:24])[CH3:25])=[O:26])[CH2:18][CH2:19]2)=[CH:4][c:5]2[c:6]1[cH:7][cH:8][cH:9][cH:10]2>>[ClH:27].[O:1]1[CH2:2][C:3]([S:11](=[O:12])(=[O:13])[N:14]2[CH2:15][CH2:16][NH:17][CH2:18][CH2:19]2)=[CH:4][c:5]2[c:6]1[cH:7][cH:8][cH:9][cH:10]2.